Dataset: the Open Reaction Database (ORD), a public repository of structured organic reaction records. Task: describe an organic reaction: reactants, conditions, products, and yield Reactants: C(=O)(O)C(C)(C)NC(=O)CCCOC1=CC(=C(C=C1)CC=1C(=NNC1C(C)C)O[C@H]1[C@H](OC(C(C)(C)C)=O)[C@@H](OC(C(C)(C)C)=O)[C@H](OC(C(C)(C)C)=O)[C@H](O1)COC(C(C)(C)C)=O)C (4-[(4-{3-[1-carboxy-1-(methyl)ethyl-carbamoyl]propoxy}-2-methylphenyl)methyl]-5-isopropyl-3-(2,3,4,6-tetra-O-pivaloyl-β-D-glucopyranosyloxy)-1H-pyrazole), OCCN1CCNCC1 (1-(2-hydroxyethyl)piperazine), ON1N=NC2=C1C=CC=C2 (1-hydroxybenzotriazole), Cl.C(C)N=C=NCCCN(C)C (1-ethyl-3-(3-dimethylaminopropyl)carbodiimide hydrochloride). The solvent is CN(C=O)C (N,N-dimethylformamide), C(C)N(CC)CC (triethylamine), O (water). Conditions: time 8 hour. Yields the product OCCN1CCN(CC1)C(=O)C(C)(C)NC(=O)CCCOC1=CC(=C(C=C1)CC=1C(=NNC1C(C)C)O[C@H]1[C@H](OC(C(C)(C)C)=O)[C@@H](OC(C(C)(C)C)=O)[C@H](OC(C(C)(C)C)=O)[C@H](O1)COC(C(C)(C)C)=O)C (4-[(4-{3-[1-{[4-(2-hydroxyethyl)piperazin-1-yl]carbonyl}-1-(methyl)ethyl-carbamoyl]propoxy}-2-methylphenyl)methyl]-5-isopropyl-3-(2,3,4,6-tetra-O-pivaloyl-β-D-glucopyranosyloxy)-1H-pyrazole). Yield: 60.1%. As a reaction SMILES: [C:1]([C:4]([NH:7][C:8]([CH2:10][CH2:11][CH2:12][O:13][C:14]1[CH:19]=[CH:18][C:17]([CH2:20][C:21]2[C:22]([O:29][C@@H:30]3[O:56][C@H:55]([CH2:57][O:58][C:59](=[O:64])[C:60]([CH3:63])([CH3:62])[CH3:61])[C@@H:47]([O:48][C:49](=[O:54])[C:50]([CH3:53])([CH3:52])[CH3:51])[C@H:39]([O:40][C:41](=[O:46])[C:42]([CH3:45])([CH3:44])[CH3:43])[C@H:31]3[O:32][C:33](=[O:38])[C:34]([CH3:37])([CH3:36])[CH3:35])=[N:23][NH:24][C:25]=2[CH:26]([CH3:28])[CH3:27])=[C:16]([CH3:65])[CH:15]=1)=[O:9])([CH3:6])[CH3:5])(O)=[O:2].[OH:66][CH2:67][CH2:68][N:69]1[CH2:74][CH2:73][NH:72][CH2:71][CH2:70]1.ON1C2C=CC=CC=2N=N1.Cl.C(N=C=NCCCN(C)C)C>CN(C)C=O.O.C(N(CC)CC)C>[OH:66][CH2:67][CH2:68][N:69]1[CH2:74][CH2:73][N:72]([C:1]([C:4]([NH:7][C:8]([CH2:10][CH2:11][CH2:12][O:13][C:14]2[CH:19]=[CH:18][C:17]([CH2:20][C:21]3[C:22]([O:29][C@@H:30]4[O:56][C@H:55]([CH2:57][O:58][C:59](=[O:64])[C:60]([CH3:63])([CH3:62])[CH3:61])[C@@H:47]([O:48][C:49](=[O:54])[C:50]([CH3:53])([CH3:52])[CH3:51])[C@H:39]([O:40][C:41](=[O:46])[C:42]([CH3:43])([CH3:44])[CH3:45])[C@H:31]4[O:32][C:33](=[O:38])[C:34]([CH3:35])([CH3:36])[CH3:37])=[N:23][NH:24][C:25]=3[CH:26]([CH3:27])[CH3:28])=[C:16]([CH3:65])[CH:15]=2)=[O:9])([CH3:5])[CH3:6])=[O:2])[CH2:71][CH2:70]1 |f:3.4|. Reported procedure: To a solution of 4-[(4-{3-[1-carboxy-1-(methyl)ethyl-carbamoyl]propoxy}-2-methylphenyl)methyl]-5-isopropyl-3-(2,3,4,6-tetra-O-pivaloyl-β-D-glucopyranosyloxy)-1H-pyrazole (40 mg) in N,N-dimethylformamide (2 mL) were added 1-(2-hydroxyethyl)piperazine (7 mg), 1-hydroxybenzotriazole (7 mg), 1-ethyl-3-(3-dimethylaminopropyl)carbodiimide hydrochloride (13 mg) and triethylamine (0.018 mL), and the mixture was stirred at room temperature overnight. The reaction mixture was poured into water, and the re... Starting materials: COc1ccc2cc[nH]c2c1, CCOCC, O=[N+]([O-])c1ccccc1SCl. Product: COc1ccc2c(Sc3ccccc3[N+](=O)[O-])c[nH]c2c1. RXN SMILES: [CH3:1][O:2][c:3]1[cH:4][cH:5][c:6]2[cH:7][cH:8][nH:9][c:10]2[cH:11]1.[CH3:23][CH2:24][O:25][CH2:26][CH3:27].[N+:12](=[O:13])([O-:14])[c:15]1[c:16]([S:21][Cl:22])[cH:17][cH:18][cH:19][cH:20]1>>[CH3:1][O:2][c:3]1[cH:4][cH:5][c:6]2[c:7]([S:21][c:16]3[c:15]([N+:12](=[O:13])[O-:14])[cH:20][cH:19][cH:18][cH:17]3)[cH:8][nH:9][c:10]2[cH:11]1.